From a dataset of the Open Reaction Database (ORD), a public repository of structured organic reaction records. describe an organic reaction: reactants, conditions, products, and yield The reactants are C=C(C(=O)OCC)C(C)O[Si](C)(C)C(C)(C)C, COc1ccc(CN)cc1, CO. The product is CCOC(=O)C(CNCc1ccc(OC)cc1)C(C)O[Si](C)(C)C(C)(C)C. As a reaction SMILES: [C:1]([CH3:2])([CH3:3])([CH3:4])[Si:5]([O:6][CH:7]([CH3:8])[C:9]([C:10](=[O:11])[O:12][CH2:13][CH3:14])=[CH2:15])([CH3:16])[CH3:17].[CH3:18][O:19][c:20]1[cH:21][cH:22][c:23]([CH2:24][NH2:25])[cH:26][cH:27]1.[CH3:28][OH:29]>>[C:1]([CH3:2])([CH3:3])([CH3:4])[Si:5]([O:6][CH:7]([CH3:8])[CH:9]([C:10](=[O:11])[O:12][CH2:13][CH3:14])[CH2:15][NH:25][CH2:24][c:23]1[cH:22][cH:21][c:20]([O:19][CH3:18])[cH:27][cH:26]1)([CH3:16])[CH3:17]. The product is CCCCOCCOc1ccc(-c2ccc3c(c2)C=C(C(=O)Nc2ccc(OCc4nccn4CCC)cc2)CCN3CC(C)C)cc1. Starting materials: O=C([O-])[O-], CCCCOCCOc1ccc(-c2ccc3c(c2)C=C(C(=O)Nc2ccc(O)cc2)CCN3CC(C)C)cc1, CN(C)C=O, CCCn1ccnc1CCl, Cl, [K+], [K+], O. RXN SMILES: [C:51](=[O:52])([O-:53])[O-:54].[CH2:1]([CH2:2][CH2:3][CH3:4])[O:5][CH2:6][CH2:7][O:8][c:9]1[cH:10][cH:11][c:12](-[c:15]2[cH:16][cH:17][c:18]3[c:19]([cH:39]2)[CH:20]=[C:21]([C:29](=[O:30])[NH:31][c:32]2[cH:33][cH:34][c:35]([OH:38])[cH:36][cH:37]2)[CH2:22][CH2:23][N:24]3[CH2:25][CH:26]([CH3:27])[CH3:28])[cH:13][cH:14]1.[CH3:57][N:58]([CH3:59])[CH:60]=[O:61].[Cl:41][CH2:42][c:43]1[n:44]([CH2:48][CH2:49][CH3:50])[cH:45][cH:46][n:47]1.[ClH:40].[K+:55].[K+:56].[OH2:62]>>[CH2:1]([CH2:2][CH2:3][CH3:4])[O:5][CH2:6][CH2:7][O:8][c:9]1[cH:10][cH:11][c:12](-[c:15]2[cH:16][cH:17][c:18]3[c:19]([cH:39]2)[CH:20]=[C:21]([C:29](=[O:30])[NH:31][c:32]2[cH:33][cH:34][c:35]([O:38][CH2:42][c:43]4[n:44]([CH2:48][CH2:49][CH3:50])[cH:45][cH:46][n:47]4)[cH:36][cH:37]2)[CH2:22][CH2:23][N:24]3[CH2:25][CH:26]([CH3:27])[CH3:28])[cH:13][cH:14]1.